From a dataset of the Open Reaction Database (ORD), a public repository of structured organic reaction records. describe an organic reaction: reactants, conditions, products, and yield The reactants are C(CCC)[Li] (butyllithium), ClC1=C(C=NC=C1)C=O (4-chloropyridine-3-carboxaldehyde). The reagents and catalysts are [Br-].C[P+](C1=CC=CC=C1)(C1=CC=CC=C1)C1=CC=CC=C1 (Methyltriphenylphosphonium bromide). The solvent is C1CCOC1 (THF), hexanes. Run at time 30 minute. Product: ClC1=C(C=NC=C1)C=C (4-Choro-3-vinylpyridine). As a reaction SMILES: [CH2:1]([Li])CCC.[Cl:6][C:7]1[CH:12]=[CH:11][N:10]=[CH:9][C:8]=1[CH:13]=O>[Br-].C[P+](C1C=CC=CC=1)(C1C=CC=CC=1)C1C=CC=CC=1.C1COCC1>[Cl:6][C:7]1[CH:12]=[CH:11][N:10]=[CH:9][C:8]=1[CH:13]=[CH2:1] |f:2.3|. Procedure: Methyltriphenylphosphonium bromide (4.45 g, 12.5 mmol) was suspended in THF (25 mL) under dry nitrogen and treated with butyllithium (2.5 M in hexanes, 5 mL). After stirring the suspension for 30 minutes, 4-chloropyridine-3-carboxaldehyde (1.47 g, 10.4 mmol) was added. After 2 hours at ambient temperature, the reaction was diluted with hexanes, filtered, and evaporated. The material thus obtained was used directly without further purification or characterization.